This data is from the Open Reaction Database (ORD), a public repository of structured organic reaction records. The task is: describe an organic reaction: reactants, conditions, products, and yield Starting materials: NC1=C(C(=NN1C1=C(C=C(C=C1Cl)C(F)(F)F)Cl)C#N)C1C=CCCCC1 (5-Amino-3-cyano-4-(cyclohept-2-enyl)-1-(2,6-dichloro-4-trifluoromethylphenyl)pyrazole), N(=O)OC(C)(C)C (tert-butyl nitrite). Solvent: C1CCOC1 (THF), C1CCOC1 (THF). Run at temperature 67.5 celsius. Product: C(#N)C1=NN(C=C1C1C=CCCCC1)C1=C(C=C(C=C1Cl)C(F)(F)F)Cl (3-Cyano-4-(cyclohept-2-enyl)-1-(2,6-dichloro-4-trifluoromethylphenyl)-pyrazole). Yield: 40.0%. As a reaction SMILES: N[C:2]1[N:6]([C:7]2[C:12]([Cl:13])=[CH:11][C:10]([C:14]([F:17])([F:16])[F:15])=[CH:9][C:8]=2[Cl:18])[N:5]=[C:4]([C:19]#[N:20])[C:3]=1[CH:21]1[CH2:27][CH2:26][CH2:25][CH2:24][CH:23]=[CH:22]1.N(OC(C)(C)C)=O>C1COCC1>[C:19]([C:4]1[C:3]([CH:21]2[CH2:27][CH2:26][CH2:25][CH2:24][CH:23]=[CH:22]2)=[CH:2][N:6]([C:7]2[C:12]([Cl:13])=[CH:11][C:10]([C:14]([F:15])([F:16])[F:17])=[CH:9][C:8]=2[Cl:18])[N:5]=1)#[N:20]. Procedure details: To 5-amino-3-cyano-4-(cyclohept-2-enyl)-1-(2,6-dichloro-4-trifluoromethylphenyl)-pyrazole (208 mg, 0.5 mmol, Example 10) in dry THF (8 ml) heated at 65° C. was added dropwise tert-butyl nitrite (160 mg, 1.5 mmol) in dry THF (2 ml) over 30 min. The solution was heated for a further 2 hr at 65-70° C. The solvent was removed in vacuo and the resulting brown oil purified by silica chromatography (eluting with hexane, hexane/diethyl ether 19/1, hexane/diethyl ether 9/1, hexane/diethyl ether 4/1, hexa...